The task is: describe an organic reaction: reactants, conditions, products, and yield. This data is from the Open Reaction Database (ORD), a public repository of structured organic reaction records. Starting materials: C(CCC)C=1N(C(=C(N1)Cl)C=O)CC=1C=C2C(=CC(=NC2=CC1)C=1C(C(C=CC1)=C=O)OC)C(=O)OC (methyl 6-[(2-butyl-4-chloro-5-formyl-1H-imidazol-1-yl)methyl]-2-(2-methoxy-carbonylphenyl)-4-quinolinecarboxylate), [BH4-].[Na+] (sodium borohydride). Solvent: O1CCCC1 (tetrahydrofuran), CO (methanol). The product is C(CCC)C=1N(C(=C(N1)Cl)CO)CC=1C=C2C(=CC(=NC2=CC1)C1=C(C=CC=C1)C(=O)OC)C(=O)OC (methyl 6-[(2-butyl-4-chloro-5-hydroxymethyl-1H-imidazol-1-yl)methyl]-2-(2-methoxycarbonyl-phenyl)-4-quinolinecarboxylate). As a reaction SMILES: [CH2:1]([C:5]1[N:6]([CH2:13][C:14]2[CH:15]=[C:16]3[C:21](=[CH:22][CH:23]=2)[N:20]=[C:19]([C:24]2[CH:25](OC)[C:26](=C=O)[CH:27]=[CH:28][CH:29]=2)[CH:18]=[C:17]3[C:34]([O:36][CH3:37])=[O:35])[C:7]([CH:11]=[O:12])=[C:8]([Cl:10])[N:9]=1)[CH2:2][CH2:3][CH3:4].[BH4-].[Na+]>O1CCCC1.CO>[CH2:1]([C:5]1[N:6]([CH2:13][C:14]2[CH:15]=[C:16]3[C:21](=[CH:22][CH:23]=2)[N:20]=[C:19]([C:24]2[CH:29]=[CH:28][CH:27]=[CH:26][C:25]=2[C:34]([O:36][CH3:37])=[O:35])[CH:18]=[C:17]3[C:34]([O:36][CH3:37])=[O:35])[C:7]([CH2:11][OH:12])=[C:8]([Cl:10])[N:9]=1)[CH2:2][CH2:3][CH3:4] |f:1.2|. Reported procedure: 65.5 mg (0.126 mmol) of methyl 6-[(2-butyl-4-chloro-5-formyl-1H-imidazol-1-yl)methyl]-2-(2-methoxycarbonyl-phenyl-4-quinolinecarboxylate obtained in Example 5 were dissolved in a mixed solvent of 2 ml of tetrahydrofuran and 2 ml of methanol and the mixture was stirred. After adding 5.24 mg (0.139 mmol) of sodium borohydride, the reaction mixture was allowed to react at room temperature for one hour. Then, the reaction mixture was concentrated under reduced pressure and dichloromethane was added ...